Dataset: the Open Reaction Database (ORD), a public repository of structured organic reaction records. Task: describe an organic reaction: reactants, conditions, products, and yield The reactants are CCOC(CCN)OCC, C1CCOC1, COCC(C)(COC)C(=O)O, CCN=C=NCCCN(C)C, CCN(C(C)C)C(C)C, ClCCl, On1nnc2ccccc21. Product: CCOC(CCNC(=O)C(C)(COC)COC)OCC. RXN SMILES: [CH2:42]([CH3:43])[O:44][CH:45]([CH2:46][CH2:47][NH2:48])[O:49][CH2:50][CH3:51].[CH2:55]1[O:56][CH2:57][CH2:58][CH2:59]1.[CH3:1][O:2][CH2:3][C:4]([C:5](=[O:6])[OH:7])([CH3:8])[CH2:9][O:10][CH3:11].[CH3:31][CH2:32][N:33]=[C:34]=[N:35][CH2:36][CH2:37][CH2:38][N:39]([CH3:40])[CH3:41].[CH:12]([N:13]([CH2:14][CH3:15])[CH:16]([CH3:17])[CH3:18])([CH3:19])[CH3:20].[Cl:52][CH2:53][Cl:54].[OH:21][n:22]1[c:23]2[c:24]([cH:25][cH:26][cH:27][cH:28]2)[n:29][n:30]1>>[CH3:1][O:2][CH2:3][C:4]([C:5](=[O:7])[NH:48][CH2:47][CH2:46][CH:45]([O:44][CH2:42][CH3:43])[O:49][CH2:50][CH3:51])([CH3:8])[CH2:9][O:10][CH3:11].